Dataset: the Open Reaction Database (ORD), a public repository of structured organic reaction records. Task: describe an organic reaction: reactants, conditions, products, and yield The reactants are COC(=O)C1=C(C2=C(N=CN=C2NC2=C(C=C(C=C2)F)O[C@H]2CN(CCC2)C(=O)OC(C)(C)C)S1)C (4-[2-((R)-1-tert-Butoxycarbonyl-piperidin-3-yloxy)-4-fluoro-phenylamino]-5-methyl-thieno[2,3-d]pyrimidine-6-carboxylic acid methyl ester), [OH-].[Na+] (NaOH). The solvent is CO.C1CCOC1 (MeOH THF). The product is C(C)(C)(C)OC(=O)N1C[C@@H](CCC1)OC1=C(C=CC(=C1)F)NC=1C2=C(N=CN1)SC(=C2C)C(=O)O (4-[2-((R)-1-tert-Butoxycarbonyl-piperidin-3-yloxy)-4-fluoro-Phenylamino]-5-methyl-thieno[2,3-d]pyrimidine-6-carboxylic acid). As a reaction SMILES: C[O:2][C:3]([C:5]1[S:35][C:8]2[N:9]=[CH:10][N:11]=[C:12]([NH:13][C:14]3[CH:19]=[CH:18][C:17]([F:20])=[CH:16][C:15]=3[O:21][C@@H:22]3[CH2:27][CH2:26][CH2:25][N:24]([C:28]([O:30][C:31]([CH3:34])([CH3:33])[CH3:32])=[O:29])[CH2:23]3)[C:7]=2[C:6]=1[CH3:36])=[O:4].[OH-].[Na+]>CO.C1COCC1>[C:31]([O:30][C:28]([N:24]1[CH2:25][CH2:26][CH2:27][C@@H:22]([O:21][C:15]2[CH:16]=[C:17]([F:20])[CH:18]=[CH:19][C:14]=2[NH:13][C:12]2[C:7]3[C:6]([CH3:36])=[C:5]([C:3]([OH:4])=[O:2])[S:35][C:8]=3[N:9]=[CH:10][N:11]=2)[CH2:23]1)=[O:29])([CH3:34])([CH3:32])[CH3:33] |f:1.2,3.4|. Procedure: A mixture of 4-[2-((R)-1-tert-Butoxycarbonyl-piperidin-3-yloxy)-4-fluoro-phenylamino]-5-methyl-thieno[2,3-d]pyrimidine-6-carboxylic acid methyl ester (1.65 g) in MeOH/THF (1:1; 20 ml) was treated with NaOH (2M; 8 ml) and heated at reflux for 10 mins. Organic solvent was removed in vacuo. HCl (2M; 8 ml) was added to pH 1 and water was added. The suspension was filtered and washed with water. The solid was suspended in EtOH and evaporated. The residue was triturated with Acetonitrile to give the d... Product: C(CC)OC1=C(C=CC=C1)C1=CC=C(C(N1)=O)C(=O)OC (Methyl 6-(2-propoxyphenyl)-1,2-dihydro-2-oxopyridine-3-carboxylate). Reactants: C(CC)OC1=C(C=CC=C1)C1=CC=C(C(N1)=O)C(=O)O (6-(2-propoxyphenyl)-1,2-dihydro-2-oxopyridine-3-carboxylic acid), CO (methanol). Procedure: A stirred mixture of 6-(2-propoxyphenyl)-1,2-dihydro-2-oxopyridine-3-carboxylic acid, (0.9 g) dry methanol (30 ml) and 3 drops of concentrated sulphuric acid was heated under reflux for ca 24 hours. The cooled mixture was evaporated to yield a pale yellow solid which was dissolved in chloroform, extracted with dilute aqueous potassium carbonate (2×10 ml), washed with water and brine, dried (magnesium sulphate) and evaporated to yield a yellow solid, 0.8 g, m.p. 126°-7° C. This was recrystallised... The reagents and catalysts are S(O)(O)(=O)=O (sulphuric acid). The solvent is C(Cl)(Cl)Cl (chloroform). Reaction SMILES: [CH2:1]([O:4][C:5]1[CH:10]=[CH:9][CH:8]=[CH:7][C:6]=1[C:11]1[NH:16][C:15](=[O:17])[C:14]([C:18]([OH:20])=[O:19])=[CH:13][CH:12]=1)[CH2:2][CH3:3].[CH3:21]O>S(=O)(=O)(O)O.C(Cl)(Cl)Cl>[CH2:1]([O:4][C:5]1[CH:10]=[CH:9][CH:8]=[CH:7][C:6]=1[C:11]1[NH:16][C:15](=[O:17])[C:14]([C:18]([O:20][CH3:21])=[O:19])=[CH:13][CH:12]=1)[CH2:2][CH3:3]. Reactants: COc1ccc(C(Cl)(c2ccccc2)c2ccc(OC)cc2)cc1, O=C(NCCC(O)CCO)OCc1ccccc1, c1ccncc1. Yields the product COc1ccc(C(OCCC(O)CCNC(=O)OCc2ccccc2)(c2ccccc2)c2ccc(OC)cc2)cc1. RXN SMILES: [CH3:19][O:20][c:21]1[cH:22][cH:23][c:24]([C:25]([c:26]2[cH:27][cH:28][c:29]([O:32][CH3:33])[cH:30][cH:31]2)([c:34]2[cH:35][cH:36][cH:37][cH:38][cH:39]2)[Cl:40])[cH:41][cH:42]1.[OH:1][CH:2]([CH2:3][CH2:4][NH:5][C:6]([O:7][CH2:8][c:9]1[cH:10][cH:11][cH:12][cH:13][cH:14]1)=[O:15])[CH2:16][CH2:17][OH:18].[cH:43]1[cH:44][cH:45][n:46][cH:47][cH:48]1>>[OH:1][CH:2]([CH2:3][CH2:4][NH:5][C:6]([O:7][CH2:8][c:9]1[cH:10][cH:11][cH:12][cH:13][cH:14]1)=[O:15])[CH2:16][CH2:17][O:18][C:25]([c:24]1[cH:23][cH:22][c:21]([O:20][CH3:19])[cH:42][cH:41]1)([c:26]1[cH:27][cH:28][c:29]([O:32][CH3:33])[cH:30][cH:31]1)[c:34]1[cH:35][cH:36][cH:37][cH:38][cH:39]1. RXN SMILES: [C:31]([Br:32])([Br:33])([Br:34])[Br:35].[Cl:55][CH2:56][Cl:57].[F:1][C:2]([c:3]1[cH:4][cH:5][c:6]([C:9]2([CH2:26][CH2:27][OH:28])[CH2:10][N:11]([C:14]([c:15]3[cH:16][c:17]([O:21][CH:22]([CH3:23])[CH3:24])[cH:18][cH:19][cH:20]3)=[O:25])[CH2:12][CH2:13]2)[cH:7][cH:8]1)([F:29])[F:30].[c:36]1([P:37]([c:38]2[cH:39][cH:40][cH:41][cH:42][cH:43]2)[c:44]2[cH:45][cH:46][cH:47][cH:48][cH:49]2)[cH:50][cH:51][cH:52][cH:53][cH:54]1>>[F:1][C:2]([c:3]1[cH:4][cH:5][c:6]([C:9]2([CH2:26][CH2:27][Br:32])[CH2:10][N:11]([C:14]([c:15]3[cH:16][c:17]([O:21][CH:22]([CH3:23])[CH3:24])[cH:18][cH:19][cH:20]3)=[O:25])[CH2:12][CH2:13]2)[cH:7][cH:8]1)([F:29])[F:30]. The reactants are BrC(Br)(Br)Br, ClCCl, CC(C)Oc1cccc(C(=O)N2CCC(CCO)(c3ccc(C(F)(F)F)cc3)C2)c1, c1ccc(P(c2ccccc2)c2ccccc2)cc1. Yields the product CC(C)Oc1cccc(C(=O)N2CCC(CCBr)(c3ccc(C(F)(F)F)cc3)C2)c1. Yield: 54.1%. Run in O (water), CO.O (methanol water). As a reaction SMILES: [Si:1]([O:8][C@H:9]([C:33]1[CH:34]=[N:35][CH:36]=[CH:37][CH:38]=1)[C@H:10]1[CH2:14][CH2:13][C@@H:12]([CH2:15][C:16]2[CH:21]=[CH:20][C:19]([C:22]([O:24]C)=[O:23])=[CH:18][CH:17]=2)[N:11]1[C:26]([O:28][C:29]([CH3:32])([CH3:31])[CH3:30])=[O:27])([C:4]([CH3:7])([CH3:6])[CH3:5])([CH3:3])[CH3:2].[OH-].[Li+]>CO.O.O>[C:29]([O:28][C:26]([N:11]1[C@@H:10]([C@H:9]([O:8][Si:1]([C:4]([CH3:6])([CH3:5])[CH3:7])([CH3:3])[CH3:2])[C:33]2[CH:34]=[N:35][CH:36]=[CH:37][CH:38]=2)[CH2:14][CH2:13][C@H:12]1[CH2:15][C:16]1[CH:17]=[CH:18][C:19]([C:22]([OH:24])=[O:23])=[CH:20][CH:21]=1)=[O:27])([CH3:30])([CH3:31])[CH3:32] |f:1.2,3.4|. The reactants are [Si](C)(C)(C(C)(C)C)O[C@@H]([C@@H]1N([C@@H](CC1)CC1=CC=C(C=C1)C(=O)OC)C(=O)OC(C)(C)C)C=1C=NC=CC1 (Tert-butyl (2R,5S)-2-[(R)-{[tert-butyl(dimethyl)silyl]oxy}(pyridin-3-yl)methyl]-5-[4-(methoxycarbonyl)benzyl]pyrrolidine-1-carboxylate), [OH-].[Li+] (lithium hydroxide). Procedure details: To a stirred solution of the title compound from Step D (2.5 g, 4.6 mmol) in methanol/water 4:1 (30 mL) was added lithium hydroxide (533 mg, 23.1 mmol). The resulting mixture was stirred at RT overnight. The mixture was diluted with water and extracted with ether. The aqueous layer was acidified with 1N citric acid to PH 4.5, and then extracted with ethyl acetate. The organic layer was separated and washed with water, brine, dried over Na2SO4, and concentrated. The residue was purified by revers... Conditions: time 8 hour. Yields the product C(C)(C)(C)OC(=O)N1[C@@H](CC[C@@H]1[C@@H](C=1C=NC=CC1)O[Si](C)(C)C(C)(C)C)CC1=CC=C(C(=O)O)C=C1 (4-({(2S,5R)-1-(tert-butoxycarbonyl)-5-[(R)-{[tert-butyl(dimethyl)silyl]oxy}(pyridin-3-yl)methyl]pyrrolidin-2-yl}methyl)benzoic acid). Starting materials: [OH-].[Na+] (sodium hydroxide), [H-].[Al+3].[Li+].[H-].[H-].[H-] (lithium aluminum hydride), CCOCC (ether), CCOCC (ether), S1C(=CC=C1)C=CCCCCCCCCCC(=O)O (12-(2-thienyl)-11-dodecenoic acid). Run in O (water), O (water). Yields the product S1C(=CC=C1)C=CCCCCCCCCCCO (12-(2-thienyl)-11-dodecenol). Reaction SMILES: [H-].[Al+3].[Li+].[H-].[H-].[H-].CCOCC.[S:12]1[CH:16]=[CH:15][CH:14]=[C:13]1[CH:17]=[CH:18][CH2:19][CH2:20][CH2:21][CH2:22][CH2:23][CH2:24][CH2:25][CH2:26][CH2:27][C:28](O)=[O:29].[OH-].[Na+]>O>[S:12]1[CH:16]=[CH:15][CH:14]=[C:13]1[CH:17]=[CH:18][CH2:19][CH2:20][CH2:21][CH2:22][CH2:23][CH2:24][CH2:25][CH2:26][CH2:27][CH2:28][OH:29] |f:0.1.2.3.4.5,8.9|. Procedure: To a stirred slurry of 18.1 g. lithium aluminum hydride in 460 ml. ether is added dropwise a solution of 61.3 g. 12-(2-thienyl)-11-dodecenoic acid in 140 ml. ether at a rate such that gentle reflux is maintained. After four additional hours at reflux, the solution is cooled in ice and treated sequentially with 18.1 ml. water, 18.1 ml. 15% sodium hydroxide, solution and 54.3 ml. water. The precipitate is filtered and washed several times with ether. The combined ether fractions are washed with br... Starting materials: solution, CN (methylamine), C(C)O (ethanol), CN(CCCN=C=NCC)C (1-(3-dimethylaminopropyl)-3-ethylcarbodiimide), FC(C1=CC=C(C=C1)C=1C(=CC=CC1)C(=O)O)(F)F (4′-(trifluoromethyl)-2-biphenylcarboxylic acid), ON1N=NC2=C1C=CC=C2 (1-hydroxybenzotriazole). Run in C(C)(=O)OCC (ethyl acetate), CN(C)C=O (DMF), C(Cl)Cl (DCM). Run at temperature 0 celsius, time 20 minute. Yields the product CNC(=O)C=1C(=CC=CC1)C1=CC=C(C=C1)C(F)(F)F (4′-(trifluoromethyl)biphenyl-2-carboxylic acid methylamide). The yield is 81.0%. RXN SMILES: [CH3:1][N:2](C)CCCN=C=NCC.[F:12][C:13]([F:30])([F:29])[C:14]1[CH:19]=[CH:18][C:17]([C:20]2[C:21]([C:26](O)=[O:27])=[CH:22][CH:23]=[CH:24][CH:25]=2)=[CH:16][CH:15]=1.ON1C2C=CC=CC=2N=N1.CN.C(O)C>CN(C=O)C.C(Cl)Cl.C(OCC)(=O)C>[CH3:1][NH:2][C:26]([C:21]1[C:20]([C:17]2[CH:18]=[CH:19][C:14]([C:13]([F:30])([F:29])[F:12])=[CH:15][CH:16]=2)=[CH:25][CH:24]=[CH:23][CH:22]=1)=[O:27]. Reported procedure: At 0° C. 1-(3-dimethylaminopropyl)-3-ethylcarbodiimide (7.2 g, 37.57 mmol) was added to a solution of 4′-(trifluoromethyl)-2-biphenylcarboxylic acid (10.0 g, 37.57 mmol) and 1-hydroxybenzotriazole ( 5.1 g, 37.57 mmol) in DMF (50 ml) and DCM (20 ml). The reaction mixture was stirred for 20 min at 0° C. An 8.3 M solution of methylamine in ethanol (94 ml, 751 mmol) was added. The reaction mixture was stirred for 16 hours, while it was warming up to room temperature. It was diluted with ethyl acetat...